This data is from the Open Reaction Database (ORD), a public repository of structured organic reaction records. The task is: describe an organic reaction: reactants, conditions, products, and yield Starting materials: CC(C)CBr, [K+], [K+], O=C([O-])[O-], CN(C)C=O, O, Nc1ncnc2[nH]nc(-c3ccc4ccccc4c3)c12. The product is CC(C)CCn1nc(-c2ccc3ccccc3c2)c2c(N)ncnc21. Reaction SMILES: [CH2:27]([CH:28]([CH3:29])[CH3:30])[Br:31].[K+:21].[K+:22].[O-:23][C:24]([O-:25])=[O:26].[O:33]=[CH:34][N:35]([CH3:36])[CH3:37].[OH2:32].[cH:1]1[c:2](-[c:11]2[n:12][nH:13][c:14]3[n:15][cH:16][n:17][c:18]([NH2:20])[c:19]23)[cH:3][cH:4][c:5]2[cH:6][cH:7][cH:8][cH:9][c:10]12>>[cH:1]1[c:2](-[c:11]2[n:12][n:13]([CH2:24][CH2:27][CH:28]([CH3:29])[CH3:30])[c:14]3[n:15][cH:16][n:17][c:18]([NH2:20])[c:19]23)[cH:3][cH:4][c:5]2[cH:6][cH:7][cH:8][cH:9][c:10]12. Starting materials: CC(C)(C)OC(=O)N1CC(F)(F)CC1CO, CS(C)=O, ClCCl, O=S(=O)=O, c1ccncc1. The product is CC(C)(C)OC(=O)N1CC(F)(F)CC1C=O. RXN SMILES: [C:1]([CH3:2])([CH3:3])([CH3:4])[O:5][C:6](=[O:7])[N:8]1[CH:9]([CH2:15][OH:16])[CH2:10][C:11]([F:13])([F:14])[CH2:12]1.[CH3:17][S:18]([CH3:19])=[O:20].[Cl:31][CH2:32][Cl:33].[S:21](=[O:22])(=[O:23])=[O:24].[cH:25]1[cH:26][cH:27][n:28][cH:29][cH:30]1>>[C:1]([CH3:2])([CH3:3])([CH3:4])[O:5][C:6](=[O:7])[N:8]1[CH:9]([CH:15]=[O:16])[CH2:10][C:11]([F:13])([F:14])[CH2:12]1. Starting materials: C(#C)C=1C=C2C(CCC(C2=CC1)=O)(C)C (6-ethynyl-3,4-dihydro-4,4-dimethyl-naphthalen-1(2H)-one), C(#C)C=1C=C2C(CCC(C2=CC1)=O)(C)C (6-ethynyl-3,4-dihydro-4,4-dimethyl-naphthalen-1(2H)-one), BrC=1C=C2C(CCC(C2=CC1)=C(CC)CC)(C)C (6-bromo-3,4-dihydro-1(2H)-(3-pentylidene)-4,4-dimethylnaphthalene), BrC=1C=C2C(CCC(C2=CC1)=C(CC)CC)(C)C (6-bromo-3,4-dihydro-1(2H)-(3-pentylidene)-4,4-dimethylnaphthalene). The product is C(#C)C=1C=C2C(CCC(C2=CC1)=C(CC)CC)(C)C (6-Ethynyl-3,4-dihydro-1(2H)-(3-pentylidene)-4,4-dimethylnaphthalene). RXN SMILES: [C:1]([C:3]1[CH:4]=[C:5]2[C:10](=[CH:11][CH:12]=1)[C:9](=O)[CH2:8][CH2:7][C:6]2([CH3:15])[CH3:14])#[CH:2].Br[C:17]1[CH:18]=[C:19]2C(=[CH:25][CH:26]=1)C(=C(CC)CC)CCC2(C)C>>[C:1]([C:3]1[CH:4]=[C:5]2[C:10](=[CH:11][CH:12]=1)[C:9](=[C:17]([CH2:18][CH3:19])[CH2:26][CH3:25])[CH2:8][CH2:7][C:6]2([CH3:15])[CH3:14])#[CH:2]. Procedure: Employing the same general procedure as for the preparation of 6-ethynyl-3,4-dihydro-4,4-dimethylnaphthalen-1(2H)-one (Compound K), 530 mg (1.66 mmol) of 6-bromo-3,4-dihydro-1(2H)-(3-pentylidene)-4,4-dimethylnaphthalene (Compound Q) was converted into the title compound using 1.63 g (16.6 mmol) of trimethylsilylacetylene, 20 mg (0.08 mmol) of cuprous iodide, 60 mg (0.08 mmol) of bis(triphenylphosphine)palladium(II) chloride and 40 mg (0.3 mmol) of potassium carbonate. The reactants are FC(S(=O)(=O)OC1=C(C=CC=C1)CC1CC2=CC=C(C=C2CC1)OC)(F)F (2-(6-methoxy-1,2,3,4-tetrahydronaphthalen-2-ylmethyl)phenyl trifluoromethanesulfonate), C(C1=CC=CC=C1)N (benzylamine), C(C1=CC=CC=C1)NC1=C(C=CC=C1)CC1CC2=CC=C(C=C2CC1)OC (benzyl[2-(6-methoxy-1,2,3,4-tetrahydronaphthalen-2-ylmethyl)phenyl]amine). The product is C(C1=CC=CC=C1)NC1=C(CC2CC=3C=CC(=CC3CC2)O)C=CC=C1 (6-(2-Benzylaminobenzyl)-5,6,7,8-tetrahydronaphthalen-2-ol). Reaction SMILES: FC(F)(F)S(OC1C=CC=CC=1CC1CCC2C(=CC=C(OC)C=2)C1)(=O)=O.C(N)C1C=CC=CC=1.[CH2:36]([NH:43][C:44]1[CH:49]=[CH:48][CH:47]=[CH:46][C:45]=1[CH2:50][CH:51]1[CH2:60][CH2:59][C:58]2[C:53](=[CH:54][CH:55]=[C:56]([O:61]C)[CH:57]=2)[CH2:52]1)[C:37]1[CH:42]=[CH:41][CH:40]=[CH:39][CH:38]=1>>[CH2:36]([NH:43][C:44]1[CH:49]=[CH:48][CH:47]=[CH:46][C:45]=1[CH2:50][CH:51]1[CH2:60][CH2:59][C:58]2[CH:57]=[C:56]([OH:61])[CH:55]=[CH:54][C:53]=2[CH2:52]1)[C:37]1[CH:38]=[CH:39][CH:40]=[CH:41][CH:42]=1. Procedure: Synthesized from 2-(6-methoxy-1,2,3,4-tetrahydronaphthalen-2-ylmethyl)phenyl trifluoromethanesulfonate (1.4 g) and benzylamine (650 mg) according to an analogous synthetic method to Example 116, benzyl[2-(6-methoxy-1,2,3,4-tetrahydronaphthalen-2-ylmethyl)phenyl]amine was used according to an analogous synthetic method to Example 785 to provide the title compound (440 mg). Run in C(C)OCC (ethyl ether). Procedure: 1-bromo-3,5-difluorobenzene (38.6 g, 0.2 mol) was added slowly to a mixture of magnesium turnings (4.8 g, 0.2 mol) in 200 ml anhydrous ethyl ether. After the reaction mixture was refluxed for 2 hrs, trimethyltin chloride (40 g, 0.2 mol) was dropped in to the solution and kept refluxing for one more hour. Then the reaction mixture was hydrolyzed by saturated ammonium chloride. The organic layer of 3,5-difluorophenyltrimethyltin was separated and purified by distillation in a 62% yield. Then the 3... Yield: 34.4%. Starting materials: BrC1=CC(=CC(=C1)F)F (1-bromo-3,5-difluorobenzene), [Mg] (magnesium), FC=1C=C(C=C(C1)F)[Sn](C)(C)C (3,5-difluorophenyltrimethyltin), B(Cl)(Cl)Cl (boron trichloride), [Cl-].[NH4+] (ammonium chloride), C[Sn](C)(C)Cl (trimethyltin chloride). Product: ClB(C1=CC(=CC(=C1)F)F)Cl (Dichloro-3,5-difluorophenylborane). RXN SMILES: Br[C:2]1[CH:7]=[C:6]([F:8])[CH:5]=[C:4]([F:9])[CH:3]=1.[Mg].C[Sn](Cl)(C)C.[Cl-].[NH4+].FC1C=C([Sn](C)(C)C)C=C(F)C=1.[B:30](Cl)([Cl:32])[Cl:31]>C(OCC)C>[Cl:31][B:30]([Cl:32])[C:2]1[CH:7]=[C:6]([F:8])[CH:5]=[C:4]([F:9])[CH:3]=1 |f:3.4|. The reactants are OCC1=CN=CN1CCC (5-hydroxymethyl-1-propylimidazole), S(=O)(Cl)Cl (thionyl chloride). Conditions: temperature 90 celsius. Yields the product Cl.ClCC1=CN=CN1CCC (5-chloromethyl-1-propylimidazole hydrochloride). RXN SMILES: O[CH2:2][C:3]1[N:7]([CH2:8][CH2:9][CH3:10])[CH:6]=[N:5][CH:4]=1.S(Cl)([Cl:13])=O>>[ClH:13].[Cl:13][CH2:2][C:3]1[N:7]([CH2:8][CH2:9][CH3:10])[CH:6]=[N:5][CH:4]=1 |f:2.3|. Procedure: To 5-hydroxymethyl-1-propylimidazole (33.0 g) was added by portions thionyl chloride (80 ml) at 0° C., and the mixture was heated for 30 minutes under nitrogen atmosphere at 90° C. The mixture was allowed to be at room temperature. The solvent was distilled off under reduced pressure and the obtained residue was dissolved in methanol, and the solvent was distilled off again under reduced pressure. The obtained solid was recrystallized from ethyl acetate, to give 5-chloromethyl-1-propylimidazole ... Reactants: CN1N=CC(N(C1=O)C)=O (2,4-Dimethyl-2H-[1,2,4]triazine-3,5-dione), BrBr (bromine). The solvent is O (water). Run at temperature 60 celsius. Product: BrC=1C(N(C(N(N1)C)=O)C)=O (6-Bromo-2,4-dimethyl-2H-[1,2,4]triazine-3,5-dione). RXN SMILES: [CH3:1][N:2]1[C:7](=[O:8])[N:6]([CH3:9])[C:5](=[O:10])[CH:4]=[N:3]1.[Br:11]Br>O>[Br:11][C:4]1[C:5](=[O:10])[N:6]([CH3:9])[C:7](=[O:8])[N:2]([CH3:1])[N:3]=1. Procedure details: The compound 17a (13.3 g, 94.1 mmol) is placed in 100 ml of water in the presence of bromine (18 ml, 351 mmol) and then this mixture is heated at 60° C. for 12 h. The reactants are CN1CCC(c2n[nH]c3ccccc23)CC1, O=C(Cl)c1ccc(F)cc1. The product is CN1CCC(c2nn(C(=O)c3ccc(F)cc3)c3ccccc23)CC1. RXN SMILES: [CH3:1][N:2]1[CH2:3][CH2:4][CH:5]([c:8]2[n:9][nH:10][c:11]3[cH:12][cH:13][cH:14][cH:15][c:16]23)[CH2:6][CH2:7]1.[F:17][c:18]1[cH:19][cH:20][c:21]([C:22](=[O:23])[Cl:24])[cH:25][cH:26]1>>[CH3:1][N:2]1[CH2:3][CH2:4][CH:5]([c:8]2[n:9][n:10]([C:22]([c:21]3[cH:20][cH:19][c:18]([F:17])[cH:26][cH:25]3)=[O:23])[c:11]3[cH:12][cH:13][cH:14][cH:15][c:16]23)[CH2:6][CH2:7]1. Reactants: COP(=O)(OC)CC(=O)OC (Methyl 2-(dimethoxyphosphoryl)acetate), [H-].[Na+] (sodium hydride), CN(C=O)C (N,N-dimethylformamide), FC(OC1=C(COC2=CC(=NN2)C=2C=CC(=NC2)C2CCC(CC2)=O)C=CC=C1)(F)F (4-(5-(5-(2-(trifluoromethoxy)benzyloxy)-1H-pyrazol-3-yl)pyridin-2-yl)cyclohexanone). Yields the product FC(OC1=C(COC2=CC(=NN2)C=2C=CC(=NC2)C2CCC(CC2)=CC(=O)OCC)C=CC=C1)(F)F (ethyl 2-(4-(5-(5-(2-(trifluoromethoxy)benzyloxy)-1H-pyrazol-3-yl)pyridin-2-yl)cyclohexylidene)acetate). RXN SMILES: COP([CH2:7][C:8]([O:10][CH3:11])=[O:9])(OC)=O.[H-].[Na+].[F:14][C:15]([F:44])([F:43])[O:16][C:17]1[CH:42]=[CH:41][CH:40]=[CH:39][C:18]=1[CH2:19][O:20][C:21]1[NH:25][N:24]=[C:23]([C:26]2[CH:27]=[CH:28][C:29]([CH:32]3[CH2:37][CH2:36][C:35](=O)[CH2:34][CH2:33]3)=[N:30][CH:31]=2)[CH:22]=1.[CH3:45]N(C)C=O>>[F:14][C:15]([F:44])([F:43])[O:16][C:17]1[CH:42]=[CH:41][CH:40]=[CH:39][C:18]=1[CH2:19][O:20][C:21]1[NH:25][N:24]=[C:23]([C:26]2[CH:27]=[CH:28][C:29]([CH:32]3[CH2:37][CH2:36][C:35](=[CH:7][C:8]([O:10][CH2:11][CH3:45])=[O:9])[CH2:34][CH2:33]3)=[N:30][CH:31]=2)[CH:22]=1 |f:1.2|. Procedure: Methyl 2-(dimethoxyphosphoryl)acetate (0.76 ml, 3.77 mmol) was added dropwise to a stirred and cooled (0° C.) suspension of sodium hydride (0.15 g, 3.76 mmol) in dry N,N-dimethylformamide (10 mL). After 30 minutes of stirring at room temperature, a N,N-dimethylformamide solution of Example 93F (0.748 g, 1.71 mmol) was added to 0° C. After the addition, the solution was allowed to warm to room temperature and stir overnight. The reaction was quenched with saturated ammonium chloride solution and ...